Dataset: the Open Reaction Database (ORD), a public repository of structured organic reaction records. Task: describe an organic reaction: reactants, conditions, products, and yield The reactants are C(C)(C)(C)OC(=O)NS(=O)(=O)C1=C(C=CC=C1)C1=CC=C(C=C1)CN1C(N(N=C1CCCC)C1=C(C=CC(=C1)[N+](=O)[O-])Cl)=O (4-[[2'-[N-(t-butoxycarbonyl)sulfamoyl]-biphenyl-4-yl]methyl]-5-n-butyl-2-(2-chloro-5-nitrophenyl)-2,4-dihydro-3H -1,2,4-triazol-3-one). Reagents/catalysts: [Pt]=O (platinum oxide). Solvent: C(C)(=O)OCC (ethyl acetate). Conditions: time 4 hour. Product: NC=1C=CC(=C(C1)N1N=C(N(C1=O)CC1=CC=C(C=C1)C1=C(C=CC=C1)S(NC(=O)OC(C)(C)C)(=O)=O)CCCC)Cl (2-(5-Amino-2-chlorophenyl)-4-[[2'-[N-(t-butoxycarbonyl)sulfamoyl]biphenyl-4-yl]methyl]-5-n-butyl-2,4-dihydro-3H-1,2,4-triazol-3-one). The yield is 63.7%. RXN SMILES: [C:1]([O:5][C:6]([NH:8][S:9]([C:12]1[CH:17]=[CH:16][CH:15]=[CH:14][C:13]=1[C:18]1[CH:23]=[CH:22][C:21]([CH2:24][N:25]2[C:29]([CH2:30][CH2:31][CH2:32][CH3:33])=[N:28][N:27]([C:34]3[CH:39]=[C:38]([N+:40]([O-])=O)[CH:37]=[CH:36][C:35]=3[Cl:43])[C:26]2=[O:44])=[CH:20][CH:19]=1)(=[O:11])=[O:10])=[O:7])([CH3:4])([CH3:3])[CH3:2]>[Pt]=O.C(OCC)(=O)C>[NH2:40][C:38]1[CH:37]=[CH:36][C:35]([Cl:43])=[C:34]([N:27]2[C:26](=[O:44])[N:25]([CH2:24][C:21]3[CH:20]=[CH:19][C:18]([C:13]4[CH:14]=[CH:15][CH:16]=[CH:17][C:12]=4[S:9](=[O:11])(=[O:10])[NH:8][C:6]([O:5][C:1]([CH3:3])([CH3:4])[CH3:2])=[O:7])=[CH:23][CH:22]=3)[C:29]([CH2:30][CH2:31][CH2:32][CH3:33])=[N:28]2)[CH:39]=1. Procedure: A mixture of 128 mg (0.2 mmol) of 4-[[2'-[N-(t-butoxycarbonyl)sulfamoyl]-biphenyl-4-yl]methyl]-5-n-butyl-2-(2-chloro-5-nitrophenyl)-2,4-dihydro-3H -1,2,4-triazol-3-one (from Example 24), 10 mg of 10% platinum oxide on carbon, and 2 mL of ethyl acetate was stirred under a hydrogen atmosphere (balloon) for 4 hours. The mixture was then filtered through Celite, and the product was chromatographed on a column of silica gel (gradient elution with 0.5-5% methanol in CH2Cl2) to yield 78 mg of the title... Reactants: C1(CC1)C=1N=CC(=NC1OCC1CC1)C(=O)O (5-cyclopropyl-6-cyclopropylmethoxy-pyrazine-2-carboxylic acid), Cl.N[C@H](C(=O)N)CC1=CC=CC=C1 ((S)-2-amino-3-phenyl-propionamide hydrochloride). The product is C(N)(=O)[C@H](CC1=CC=CC=C1)NC(=O)C1=NC(=C(N=C1)C1CC1)OCC1CC1 (5-Cyclopropyl-6-cyclopropylmethoxy-pyrazine-2-carboxylic acid ((S)-1-carbamoyl-2-phenyl-ethyl)-amide). Reaction SMILES: [CH:1]1([C:4]2[N:5]=[CH:6][C:7]([C:15]([OH:17])=O)=[N:8][C:9]=2[O:10][CH2:11][CH:12]2[CH2:14][CH2:13]2)[CH2:3][CH2:2]1.Cl.[NH2:19][C@@H:20]([CH2:24][C:25]1[CH:30]=[CH:29][CH:28]=[CH:27][CH:26]=1)[C:21]([NH2:23])=[O:22]>>[C:21]([C@@H:20]([NH:19][C:15]([C:7]1[CH:6]=[N:5][C:4]([CH:1]2[CH2:2][CH2:3]2)=[C:9]([O:10][CH2:11][CH:12]2[CH2:13][CH2:14]2)[N:8]=1)=[O:17])[CH2:24][C:25]1[CH:30]=[CH:29][CH:28]=[CH:27][CH:26]=1)(=[O:22])[NH2:23] |f:1.2|. Procedure details: The title compound was synthesized in analogy to Example 15, using 5-cyclopropyl-6-cyclopropylmethoxy-pyrazine-2-carboxylic acid (Example 10 g, 100 mg, 0.43 mmol) and (S)-2-amino-3-phenyl-propionamide hydrochloride (1:1) (CAN 5241-58-7, 118.84 mg, 0.64 mmol) as starting materials, and isolated (60 mg, 37.03%) as colorless sticky solid; LC-MS (UV peak area, ESI) 100%, 381.4 (M+H). The reactants are ClC1=C(C=C(C(=C1N=C=O)Cl)OC)OC (2,4-dichloro-3-isocyanato-1,5-dimethoxy-benzene), C[Si](C)(C)CCOCCl (SEMCl), [NH4+].[Cl-] (NH4Cl), ClC1=CC(=NC=N1)NC (6-chloro-N-methylpyrimidin-4-amine), [H-].[Na+] (NaH). Run in CN(C)C=O (DMF), CN(C)C=O (DMF), O (water), CN(C)C=O (DMF). Run at time 30 minute. Product: ClC1=CC(=NC=N1)N(C(=O)N(COCC[Si](C)(C)C)C1=C(C(=CC(=C1Cl)OC)OC)Cl)C (1-(6-chloropyrimidin-4-yl)-3-(2,6-dichloro-3,5-dimethoxyphenyl)-1-methyl-3-((2-(trimethylsilyl)ethoxy)methyl)urea). Yield: 28.1%. Reaction SMILES: [Cl:1][C:2]1[N:7]=[CH:6][N:5]=[C:4]([NH:8][CH3:9])[CH:3]=1.[H-].[Na+].[Cl:12][C:13]1[C:18]([N:19]=[C:20]=[O:21])=[C:17]([Cl:22])[C:16]([O:23][CH3:24])=[CH:15][C:14]=1[O:25][CH3:26].[CH3:27][Si:28]([CH2:31][CH2:32][O:33][CH2:34]Cl)([CH3:30])[CH3:29].[NH4+].[Cl-]>CN(C=O)C.O>[Cl:1][C:2]1[N:7]=[CH:6][N:5]=[C:4]([N:8]([CH3:9])[C:20]([N:19]([C:18]2[C:13]([Cl:12])=[C:14]([O:25][CH3:26])[CH:15]=[C:16]([O:23][CH3:24])[C:17]=2[Cl:22])[CH2:34][O:33][CH2:32][CH2:31][Si:28]([CH3:30])([CH3:29])[CH3:27])=[O:21])[CH:3]=1 |f:1.2,5.6|. Reported procedure: To a solution of 6-chloro-N-methylpyrimidin-4-amine (Procedure 2A, step e; 460 g, 3.21 mmol) in DMF (15 mL) was added NaH (60%, 193 g, 4.81 mmol) at 0° C., and the mixture was stirred for 30 minutes at room temperature. A solution of 2,4-dichloro-3-isocyanato-1,5-dimethoxy-benzene (Procedure H, steps a-d; 1.03 g, 4.17 mmol) in DMF (5 mL) was added dropwise at room temperature. The resulting mixture was stirred for 0.5 hour. SEMCl (804 g, 4.81 mmol) in DMF (2 mL) was added. The reaction mixture w... Reactants: BrCC1=CC=2N=C(N=C(C2S1)N1CCOCC1)Cl (6-(Bromomethyl)-2-chloro-4-morpholinothieno[3,2-d]pyrimidine), OC=1NC2=C(N1)C=CC=C2 (2-hydroxybenzimidazole), C(=O)([O-])[O-].[K+].[K+] (K2CO3), CN(C)C=O (DMF). Conditions: time 8 hour. Product: N1N=CC2=C(C=CC=C12)C=1N=C(C2=C(N1)C=C(S2)CN2C(NC1=C2C=CC=C1)=O)N1CCOCC1 (1-((2-(1H-indazol-4-yl)-4-morpholinothieno[3,2-d]pyrimidin-6-yl)methyl)-1H-benzo[d]imidazol-2(3H)-one). Reaction SMILES: Br[CH2:2][C:3]1[S:11][C:10]2[C:9]([N:12]3[CH2:17][CH2:16][O:15][CH2:14][CH2:13]3)=[N:8][C:7](Cl)=[N:6][C:5]=2[CH:4]=1.[OH:19][C:20]1[NH:21][C:22]2[CH:28]=[CH:27][CH:26]=[CH:25][C:23]=2[N:24]=1.C([O-])([O-])=O.[K+].[K+].C[N:36]([CH:38]=O)C>>[NH:36]1[C:38]2[C:10](=[C:5]([C:7]3[N:8]=[C:9]([N:12]4[CH2:17][CH2:16][O:15][CH2:14][CH2:13]4)[C:10]4[S:11][C:3]([CH2:2][N:21]5[C:22]6[CH:28]=[CH:27][CH:26]=[CH:25][C:23]=6[NH:24][C:20]5=[O:19])=[CH:4][C:5]=4[N:6]=3)[CH:4]=[CH:3][CH:2]=2)[CH:9]=[N:8]1 |f:2.3.4|. Procedure details: To a solution of 6-(bromomethyl)-2-chloro-4-morpholinothieno[3,2-d]pyrimidine 30 from Example 9 (90 mg, 0.3 mmol) in DMF (3 mL) was added 2-hydroxybenzimidazole (35 mg, 0.3 mmol) and K2CO3 (50 mg, 0.4 mmol). The resulting solution stirred at room temperature overnight then was concentrated in vacuo. The residue was diluted with water and filtered. The crude product was utilized in a Suzuki coupling using General Procedure A with 4-(4,4,5,5-tetramethyl-1,3,2-dioxaborolan-2-yl)-1′-1-indazole 7 to ... Starting materials: O=C(CC12CC3CC(CC(C3)C1)C2)Nc1ncnc2c1CCN(Cc1ccccc1)C2, CC(=O)O, [H][H]. Product: O=C(CC12CC3CC(CC(C3)C1)C2)Nc1ncnc2c1CCNC2. Reaction SMILES: [C:1]12([CH2:11][C:12](=[O:13])[NH:14][c:15]3[c:16]4[c:17]([n:18][cH:19][n:20]3)[CH2:21][N:22]([CH2:25][c:26]3[cH:27][cH:28][cH:29][cH:30][cH:31]3)[CH2:23][CH2:24]4)[CH2:2][CH:3]3[CH2:4][CH:5]([CH2:6][CH:7]([CH2:8]1)[CH2:9]3)[CH2:10]2.[CH3:34][C:35](=[O:36])[OH:37].[H:32][H:33]>>[C:1]12([CH2:11][C:12](=[O:13])[NH:14][c:15]3[c:16]4[c:17]([n:18][cH:19][n:20]3)[CH2:21][NH:22][CH2:23][CH2:24]4)[CH2:2][CH:3]3[CH2:4][CH:5]([CH2:6][CH:7]([CH2:8]1)[CH2:9]3)[CH2:10]2. Solvent: C(C)O (ethanol). Product: N[C@@H](CCC(=O)Cl)C(=O)Cl.[Cr] (Chromium Glutamate Chloride). As a reaction SMILES: [Cl-:1].[Cr+3:2].[Cl-:3].[Cl-].[NH2:5][C@H:6]([C:12]([OH:14])=O)[CH2:7][CH2:8][C:9](O)=[O:10]>C(O)C>[NH2:5][C@H:6]([C:12]([Cl:3])=[O:14])[CH2:7][CH2:8][C:9]([Cl:1])=[O:10].[Cr:2] |f:0.1.2.3,6.7|. Reaction conditions: time 3.5 hour. Reported procedure: 15.85 grams (0.1 Mole) of chromium chloride, 29.4 grams (0.2 Mole) of glutamic acid and 100 ml ethanol were placed into a beaker provided with a reflux condenser. The mixture was stirred and boiled at atmospheric pressure for 3.5 hours. The mixture was cooled and thereafter filtered yielding 43.8 grams of chromium glutamate chloride complex in the form of a fine blue powder. Reactants: [Cl-].[Cr+3].[Cl-].[Cl-] (chromium chloride), N[C@@H](CCC(=O)O)C(=O)O (glutamic acid). Reactants: BrC=C(C)C1=CSC=C1 (3-(1-bromoprop-1-en-2-yl)thiophene), ClC1=CC=2C3=C(NC2C=C1)CCN(C3)C (8-Chloro-2,3,4,5-tetrahydro-2-methyl-1H-pyrido[4,3-b]indole), P(=O)([O-])([O-])[O-].[K+].[K+].[K+] (potassium phosphate), N1[C@H](C(=O)O)CCC1 (L-proline). Reagents/catalysts: [Cu]I (Copper (I) iodide). The solvent is CN(C)C=O (DMF), CN(C)C=O (DMF). Run at temperature 85 celsius. The product is ClC1=CC=2C3=C(N(C2C=C1)\C=C(/C)\C1=CSC=C1)CCN(C3)C ((E)-8-chloro-2-methyl-5-(2-(thiophen-3-yl)prop-1-enyl)-2,3,4,5-tetrahydro-1H-pyrido[4,3-b]indole). As a reaction SMILES: [Cl:1][C:2]1[CH:10]=[CH:9][C:8]2[NH:7][C:6]3[CH2:11][CH2:12][N:13]([CH3:15])[CH2:14][C:5]=3[C:4]=2[CH:3]=1.P([O-])([O-])([O-])=O.[K+].[K+].[K+].N1CCC[C@H]1C(O)=O.Br[CH:33]=[C:34]([C:36]1[CH:40]=[CH:39][S:38][CH:37]=1)[CH3:35]>CN(C=O)C.[Cu]I>[Cl:1][C:2]1[CH:10]=[CH:9][C:8]2[N:7](/[CH:33]=[C:34](/[C:36]3[CH:40]=[CH:39][S:38][CH:37]=3)\[CH3:35])[C:6]3[CH2:11][CH2:12][N:13]([CH3:15])[CH2:14][C:5]=3[C:4]=2[CH:3]=1 |f:1.2.3.4|. Reported procedure: 8-Chloro-2,3,4,5-tetrahydro-2-methyl-1H-pyrido[4,3-b]indole (110 mg, 0.5 mmol) was dissolved in DMF (3 mL). potassium phosphate (212.4 mg, 1 mmol), Copper (I) iodide (9.5 mg, 0.05 mmol) and L-proline (11.51 mg, 0.1 mmol) were added. 3-(1-bromoprop-1-en-2-yl)thiophene (121.8 mg, 0.6 mmol) dissolved in DMF (2 mL) was added dropwise to it. Nitrogen was purged for 2 min and the reaction mixture was heated at 85° C. overnight (prolonged heating required in some cases). DMF was evaporated and water ad...